This data is from the Open Reaction Database (ORD), a public repository of structured organic reaction records. The task is: describe an organic reaction: reactants, conditions, products, and yield Starting materials: O1CCOC=2C=NC(=CC21)CN(C(OC(C)(C)C)=O)C2CCN(CC2)CCN2C(C=CC1=NC=C(C=C21)F)=O (tert-butyl (2,3-dihydro(1,4)dioxino(2,3-c)pyridin-7-ylmethyl)(1-(2-(7-fluoro-2-oxo-1,5-naphthyridin-1(2H)-yl)ethyl)piperidin-4-yl)carbamate), Cl.C(C)O (hydrogen chloride ethanol). The solvent is C(C)O (ethanol). Reaction conditions: time 30 minute. Yields the product Cl.O1CCOC=2C=NC(=CC21)CNC2CCN(CC2)CCN2C(C=CC1=NC=C(C=C21)F)=O (1-(2-(4-((2,3-dihydro(1,4)dioxino(2,3-c)pyridin-7-ylmethyl)amino)piperidin-1-yl)ethyl)-7-fluoro-1,5-naphthyridin-2(1H)-one hydrochloride). As a reaction SMILES: [O:1]1[C:10]2[CH:9]=[C:8]([CH2:11][N:12]([CH:20]3[CH2:25][CH2:24][N:23]([CH2:26][CH2:27][N:28]4[C:37]5[C:32](=[N:33][CH:34]=[C:35]([F:38])[CH:36]=5)[CH:31]=[CH:30][C:29]4=[O:39])[CH2:22][CH2:21]3)C(=O)OC(C)(C)C)[N:7]=[CH:6][C:5]=2[O:4][CH2:3][CH2:2]1.[ClH:40].C(O)C>C(O)C>[ClH:40].[O:1]1[C:10]2[CH:9]=[C:8]([CH2:11][NH:12][CH:20]3[CH2:25][CH2:24][N:23]([CH2:26][CH2:27][N:28]4[C:37]5[C:32](=[N:33][CH:34]=[C:35]([F:38])[CH:36]=5)[CH:31]=[CH:30][C:29]4=[O:39])[CH2:22][CH2:21]3)[N:7]=[CH:6][C:5]=2[O:4][CH2:3][CH2:2]1 |f:1.2,4.5|. Procedure details: To a solution of 0.21 g of tert-butyl (2,3-dihydro(1,4)dioxino(2,3-c)pyridin-7-ylmethyl)(1-(2-(7-fluoro-2-oxo-1,5-naphthyridin-1(2H)-yl)ethyl)piperidin-4-yl)carbamate in 4 mL of ethanol, 4 mL of a 6.0 mol/L hydrogen chloride/ethanol solution was added at room temperature, and the mixture was stirred for 1 hour 30 minutes. The solvent was distilled off under reduced pressure, diethyl ether was added to the resultant residue, and the solid was filtered off to obtain 0.21 g of 1-(2-(4-((2,3-dihydro... Reactants: NC1C2=CC=CC=C2C=2C=CC=CC12 (9-amino-fluorene), ClCC(=O)Cl (chloroacetyl chloride), N1CCC2(CC1)OCC1=CC=CC=C12 (spiro[isobenzofuran-1(3H),4'-piperidine]). Yields the product Cl.C1=CC=CC=2C3=CC=CC=C3C(C12)NCCN1CCC2(CC1)OCC1=CC=CC=C12 ((9H-Fluoren-9-yl)-[2-(3H-spiro[isobenzofuran-1,4'-piperidin]-1'-yl)-ethyl]-amine hydrochloride). RXN SMILES: [NH2:1][CH:2]1[C:14]2[CH:13]=[CH:12][CH:11]=[CH:10][C:9]=2[C:8]2[C:3]1=[CH:4][CH:5]=[CH:6][CH:7]=2.[Cl:15][CH2:16][C:17](Cl)=O.[NH:20]1[CH2:25][CH2:24][C:23]2([C:33]3[C:28](=[CH:29][CH:30]=[CH:31][CH:32]=3)[CH2:27][O:26]2)[CH2:22][CH2:21]1>>[ClH:15].[CH:13]1[C:14]2[CH:2]([NH:1][CH2:16][CH2:17][N:20]3[CH2:25][CH2:24][C:23]4([C:33]5[C:28](=[CH:29][CH:30]=[CH:31][CH:32]=5)[CH2:27][O:26]4)[CH2:22][CH2:21]3)[C:3]3[C:8](=[CH:7][CH:6]=[CH:5][CH:4]=3)[C:9]=2[CH:10]=[CH:11][CH:12]=1 |f:3.4|. Procedure: The title compound, m.p. 244° C. and MS: m/e=397.3 (M+H+), was prepared in accordance with the general method of example 1 from 9-amino-fluorene, chloroacetyl chloride, spiro[isobenzofuran-1(3H),4'-piperidine] and Hcl. Starting materials: ClC=1C=C(C=CC1F)B(O)O (3-chloro-4-fluorophenylboronic acid), CC(C)(CO)CO (neopentylglycol). Product: ClC=1C=C(C=CC1F)B1OCC(CO1)(C)C (2-(3-Chloro-4-fluorophenyl)-5,5-dimethyl-[1,3,2]dioxaborinane). Yield: 80.0%. Reaction SMILES: [Cl:1][C:2]1[CH:3]=[C:4]([B:9]([OH:11])[OH:10])[CH:5]=[CH:6][C:7]=1[F:8].[CH3:12][C:13]([CH2:17]O)([CH2:15]O)[CH3:14]>>[Cl:1][C:2]1[CH:3]=[C:4]([B:9]2[O:10][CH2:14][C:13]([CH3:17])([CH3:15])[CH2:12][O:11]2)[CH:5]=[CH:6][C:7]=1[F:8]. Procedure: The title compound (80%, crystalsl) was prepared from 3-chloro-4-fluorophenylboronic acid and neopentylglycol. Starting materials: CCC1CC(O)CC(O)(C2CSC(=O)N2Cc2ccc(OC)cc2)O1, C=CCCCC1CC(O)CC(O)(C2CSC(=O)N2Cc2ccc(OC)cc2)O1. Product: CCC1CC(O)CC(OC)(C2CSC(=O)N2Cc2ccc(OC)cc2)O1. Reaction SMILES: [CH2:1]([CH3:2])[CH:3]1[CH2:4][CH:5]([OH:25])[CH2:6][C:7]([OH:9])([CH:10]2[N:11]([CH2:16][c:17]3[cH:18][cH:19][c:20]([O:23][CH3:24])[cH:21][cH:22]3)[C:12](=[O:15])[S:13][CH2:14]2)[O:8]1.[OH:26][C:27]1([CH:28]2[CH2:29][S:30][C:31](=[O:32])[N:33]2[CH2:34][c:35]2[cH:36][cH:37][c:38]([O:39][CH3:40])[cH:41][cH:42]2)[CH2:43][CH:44]([OH:45])[CH2:46][CH:47]([CH2:48][CH2:49][CH2:50][CH:51]=[CH2:52])[O:53]1>>[CH2:1]([CH3:2])[CH:3]1[CH2:4][CH:5]([OH:25])[CH2:6][C:7]([O:9][CH3:27])([CH:10]2[N:11]([CH2:16][c:17]3[cH:18][cH:19][c:20]([O:23][CH3:24])[cH:21][cH:22]3)[C:12](=[O:15])[S:13][CH2:14]2)[O:8]1. The product is C(C=CC)OC(\C=C\C)OCC=CC (crotonaldehyde dicrotyl acetal). RXN SMILES: O.[CH:2](=[O:6])/[CH:3]=[CH:4]/[CH3:5].[CH2:7]([OH:11])[CH:8]=[CH:9][CH3:10]>CCCCCC>[CH2:2]([O:6][CH:7]([O:11][CH2:2][CH:3]=[CH:4][CH3:5])/[CH:8]=[CH:9]/[CH3:10])[CH:3]=[CH:4][CH3:5]. Run at temperature 70 celsius. Solvent: CCCCCC (hexane). Procedure: In a 300-ml three-necked flask equipped with a water separator, 70 g (1 mole) of crotonaldehyde, 144 g (2 mole) of crotyl alcohol, 3 mg of stannous chloride dihydrate and 40 g of hexane were charged. The resulting mixture was heated at 70° C. under atmospheric pressure and for 4 hours in a nitrogen atmosphere while removing the water formed from the reaction mixture by azeotropic distillation. When water was no longer distilled, the solvent (hexane) and unreacted starting materials were distille... The yield is 185.6%. Reactants: O (water), C(\C=C\C)=O (crotonaldehyde), C(C=CC)O (crotyl alcohol), stannous chloride dihydrate. Reactants: C(C)(=O)C=1C(=C(N(C1C)C1=CC(=C(C=C1)O)Cl)C)C(C)=O (1-[4-acetyl-1-(3-chloro-4-hydroxy-phenyl)-2,5-dimethyl-1H-pyrrol-3-yl]-ethanone), NN (hydrazine), ice water. Conditions: time 1 hour. Yields the product ClC1=C(C=CC(=C1)N1C(=C2C(=NN=C(C2=C1C)C)C)C)O (2-chloro-4-(1,4,5,7-tetramethyl-pyrrolo[3,4-d]pyridazin-6-yl)-phenol). Reaction SMILES: [C:1]([C:4]1[C:5]([C:19](=O)[CH3:20])=[C:6]([CH3:18])[N:7]([C:10]2[CH:15]=[CH:14][C:13]([OH:16])=[C:12]([Cl:17])[CH:11]=2)[C:8]=1[CH3:9])(=O)[CH3:2].[NH2:22][NH2:23]>>[Cl:17][C:12]1[CH:11]=[C:10]([N:7]2[C:8]([CH3:9])=[C:4]3[C:5]([C:19]([CH3:20])=[N:22][N:23]=[C:1]3[CH3:2])=[C:6]2[CH3:18])[CH:15]=[CH:14][C:13]=1[OH:16]. Reported procedure: To a solution of 1-[4-acetyl-1-(3-chloro-4-hydroxy-phenyl)-2,5-dimethyl-1H-pyrrol-3-yl]-ethanone (340 mg, 1.0 mmol) was added hydrazine (50 μL). After stirring at rt for 1 h, the reaction mixture was poured into ice water (25 mL). The resulting precipitate was filtered, washed with diethyl ether (20 mL), and then dried under vacuum to afford 2-chloro-4-(1,4,5,7-tetramethyl-pyrrolo[3,4-d]pyridazin-6-yl)-phenol as a pale yellow solid: 1H NMR (CD3OD, 500 MHz) δ 7.34 (br s, 1H), 7.08 (m, 2H), 2.83 (...